This data is from the Open Reaction Database (ORD), a public repository of structured organic reaction records. The task is: describe an organic reaction: reactants, conditions, products, and yield The reactants are CCN(c1cc(Br)cc(C(=O)NCc2c(C)cc(C)[nH]c2=O)c1C)C1CCOCC1, O=C([O-])[O-], [Na+], [Na+], C1COCCO1, O, Cc1ccc(B(O)O)cc1, c1ccc(P(c2ccccc2)(c2ccccc2)[Pd](P(c2ccccc2)(c2ccccc2)c2ccccc2)(P(c2ccccc2)(c2ccccc2)c2ccccc2)P(c2ccccc2)(c2ccccc2)c2ccccc2)cc1. Product: CCN(c1cc(-c2ccc(C)cc2)cc(C(=O)NCc2c(C)cc(C)[nH]c2=O)c1C)C1CCOCC1. Reaction SMILES: [Br:1][c:2]1[cH:3][c:4]([N:22]([CH:23]2[CH2:24][CH2:25][O:26][CH2:27][CH2:28]2)[CH2:29][CH3:30])[c:5]([CH3:21])[c:6]([C:7](=[O:8])[NH:9][CH2:10][c:11]2[c:12](=[O:19])[nH:13][c:14]([CH3:18])[cH:15][c:16]2[CH3:17])[cH:20]1.[C:41](=[O:42])([O-:43])[O-:44].[Na+:45].[Na+:46].[O:47]1[CH2:48][CH2:49][O:50][CH2:51][CH2:52]1.[OH2:53].[c:31]1([CH3:40])[cH:32][cH:33][c:34]([B:37]([OH:38])[OH:39])[cH:35][cH:36]1.[cH:54]1[cH:55][cH:56][c:57]([P:58]([Pd:59]([P:60]([c:61]2[cH:62][cH:63][cH:64][cH:65][cH:66]2)([c:67]2[cH:68][cH:69][cH:70][cH:71][cH:72]2)[c:73]2[cH:74][cH:75][cH:76][cH:77][cH:78]2)([P:79]([c:80]2[cH:81][cH:82][cH:83][cH:84][cH:85]2)([c:86]2[cH:87][cH:88][cH:89][cH:90][cH:91]2)[c:92]2[cH:93][cH:94][cH:95][cH:96][cH:97]2)[P:98]([c:99]2[cH:100][cH:101][cH:102][cH:103][cH:104]2)([c:105]2[cH:106][cH:107][cH:108][cH:109][cH:110]2)[c:111]2[cH:112][cH:113][cH:114][cH:115][cH:116]2)([c:117]2[cH:118][cH:119][cH:120][cH:121][cH:122]2)[c:123]2[cH:124][cH:125][cH:126][cH:127][cH:128]2)[cH:129][cH:130]1>>[c:2]1(-[c:34]2[cH:33][cH:32][c:31]([CH3:40])[cH:36][cH:35]2)[cH:3][c:4]([N:22]([CH:23]2[CH2:24][CH2:25][O:26][CH2:27][CH2:28]2)[CH2:29][CH3:30])[c:5]([CH3:21])[c:6]([C:7](=[O:8])[NH:9][CH2:10][c:11]2[c:12](=[O:19])[nH:13][c:14]([CH3:18])[cH:15][c:16]2[CH3:17])[cH:20]1.